Dataset: the Open Reaction Database (ORD), a public repository of structured organic reaction records. Task: describe an organic reaction: reactants, conditions, products, and yield The product is CSc1c(F)cc(F)cc1Br. Reactants: Nc1c(F)cc(F)cc1Br, CC(C)CCON=O, CSSC. Reaction SMILES: [Br:1][c:2]1[c:3]([NH2:4])[c:5]([F:10])[cH:6][c:7]([F:9])[cH:8]1.[CH3:11][CH:12]([CH2:13][CH2:14][O:15][N:16]=[O:17])[CH3:18].[CH3:19][S:20][S:21][CH3:22]>>[Br:1][c:2]1[c:3]([S:20][CH3:19])[c:5]([F:10])[cH:6][c:7]([F:9])[cH:8]1. The reactants are C(C)(C)(C)OC(=O)N(C)[C@H]1CN(CC1)S(=O)(=O)C=1C=2C(=CN=C(C2C=CC1)Cl)Cl ((R)-3-[N-(tert-Butoxycarbonyl)-N-methylamino]-1-(1,4-dichloro-5-isoquinolinesulfonyl)pyrrolidine), C(C)(C)(C)OC(=O)N[C@@H]1CN(CC1)S(=O)(=O)C=1C=2C(=CN=C(C2C=CC1)Cl)Cl ((S)-3-(tert-butoxycarbonyl)amino-1-(1,4-dichloro-5-isoquinolinesulfonyl)pyrrolidine). The product is NC1=NC=C(C=2C(=CC=CC12)S(=O)(=O)N1C[C@@H](CC1)NC)Cl ((R)-1-(1-Amino-4-chloro-5-isoquinolinesulfonyl)-3-(methylamino)pyrrolidine), Cl (hydrochloride). Reaction SMILES: C(OC([N:8]([C@@H:10]1[CH2:14][CH2:13][N:12]([S:15]([C:18]2[C:19]3[C:20]([Cl:29])=[CH:21][N:22]=[C:23]([Cl:28])[C:24]=3[CH:25]=[CH:26][CH:27]=2)(=[O:17])=[O:16])[CH2:11]1)[CH3:9])=O)(C)(C)C.C(OC([NH:37][C@H]1CCN(S(C2C3C(Cl)=CN=C(Cl)C=3C=CC=2)(=O)=O)C1)=O)(C)(C)C>>[NH2:37][C:23]1[C:24]2[CH:25]=[CH:26][CH:27]=[C:18]([S:15]([N:12]3[CH2:13][CH2:14][C@@H:10]([NH:8][CH3:9])[CH2:11]3)(=[O:17])=[O:16])[C:19]=2[C:20]([Cl:29])=[CH:21][N:22]=1.[ClH:28]. Procedure details: Intermediate 25b can be used in the method of Example 39-1 instead of Intermediate 26a to obtain the title compound as hydrochloride. The reactants are C(CC)C1=NC2=C(N1)C=C(C=C2C)N2C(C=1C(C2=O)=CC=CC1)=O (2-n-propyl-4-methyl-6-phthalimido-1H-benzimidazole), BrCC1=CC=C(C=C1)C=1C(=CC=CC1)C(=O)OC(C)(C)C (tert.butyl 4'-bromomethyl-biphenyl-2-carboxylate). Product: C(C)(C)(C)C1=C(C(=CC=C1)C1=CC=C(C=C1)CN1C(=NC2=C1C=C(C=C2C)N2C(C=1C(C2=O)=CC=CC1)=O)CCC)C(=O)O (Tert.butyl 4'-[(2-n-propyl-4-methyl-6-phthalimido-1H-benzimidazol -1-yl)-methyl]-biphenyl-2-carboxylic acid). RXN SMILES: [CH2:1]([C:4]1[NH:8][C:7]2[CH:9]=[C:10]([N:14]3[C:18](=[O:19])[C:17]4=[CH:20][CH:21]=[CH:22][CH:23]=[C:16]4[C:15]3=[O:24])[CH:11]=[C:12]([CH3:13])[C:6]=2[N:5]=1)[CH2:2][CH3:3].Br[CH2:26][C:27]1[CH:32]=[CH:31][C:30]([C:33]2[C:34]([C:39]([O:41]C(C)(C)C)=[O:40])=[CH:35][CH:36]=[CH:37][CH:38]=2)=[CH:29][CH:28]=1>>[C:12]([C:35]1[CH:36]=[CH:37][CH:38]=[C:33]([C:30]2[CH:29]=[CH:28][C:27]([CH2:26][N:8]3[C:7]4[CH:9]=[C:10]([N:14]5[C:15](=[O:24])[C:16]6=[CH:23][CH:22]=[CH:21][CH:20]=[C:17]6[C:18]5=[O:19])[CH:11]=[C:12]([CH3:13])[C:6]=4[N:5]=[C:4]3[CH2:1][CH2:2][CH3:3])=[CH:32][CH:31]=2)[C:34]=1[C:39]([OH:41])=[O:40])([CH3:13])([CH3:6])[CH3:11]. Reported procedure: Prepared analogously to Example 1a from 2-n-propyl-4-methyl-6-phthalimido-1H-benzimidazole and tert.butyl 4'-bromomethyl-biphenyl-2-carboxylate. Product: ClCCCCCCCCOC1=CC=CC=C1 (8-Chlorooctoxybenzene). The yield is 72.0%. Reported procedure: A two phase mixture of phenol (5 g, 53 mmol), 1,8-dichlorooctane (25 ml), tetrabutylammonium hydrogensulphate (0.3 g, 1 mmol), and sodium hydroxide solution (25 ml, 6M) was refluxed for 16 h. The organic layer was separated, washed with water (2×50 ml), dried (MgSO4), and concentrated in vacuo. The residues were columned (silica; eluant: dichloromethane/petrol 1:10) to give the title compound as a colourless mobile oil (9.20 g, 72%). bp 50° C. at 4.6 mm Hg. NMR (CDCl3) δ=1.27-1.52 (8H, m), 1.70-... RXN SMILES: [C:1]1([OH:7])[CH:6]=[CH:5][CH:4]=[CH:3][CH:2]=1.[Cl:8][CH2:9][CH2:10][CH2:11][CH2:12][CH2:13][CH2:14][CH2:15][CH2:16]Cl.[OH-].[Na+]>S([O-])(O)(=O)=O.C([N+](CCCC)(CCCC)CCCC)CCC>[Cl:8][CH2:9][CH2:10][CH2:11][CH2:12][CH2:13][CH2:14][CH2:15][CH2:16][O:7][C:1]1[CH:6]=[CH:5][CH:4]=[CH:3][CH:2]=1 |f:2.3,4.5|. Reagents/catalysts: S(=O)(=O)(O)[O-].C(CCC)[N+](CCCC)(CCCC)CCCC (tetrabutylammonium hydrogensulphate). Reactants: C1(=CC=CC=C1)O (phenol), ClCCCCCCCCCl (1,8-dichlorooctane), [OH-].[Na+] (sodium hydroxide). Starting materials: [Br-], [Li]CCCC, O=C1CCCCC1, CCCCCCC(C)(C)c1cc(OC)cc(OCC)c1, CCCCCC, [Cl-], [NH4+]. Product: CCCCCCC(C)(C)c1cc(OC)c(C2CCCC(=O)C2)c(OCC)c1. Reaction SMILES: [Br-:26].[CH2:21]([Li:22])[CH2:23][CH2:24][CH3:25].[CH2:27]1[C:28](=[O:33])[CH2:29][CH2:30][CH2:31][CH2:32]1.[CH3:1][O:2][c:3]1[cH:4][c:5]([C:12]([CH2:13][CH2:14][CH2:15][CH2:16][CH2:17][CH3:18])([CH3:19])[CH3:20])[cH:6][c:7]([O:9][CH2:10][CH3:11])[cH:8]1.[CH3:36][CH2:37][CH2:38][CH2:39][CH2:40][CH3:41].[Cl-:34].[NH4+:35]>>[CH3:1][O:2][c:3]1[cH:4][c:5]([C:12]([CH2:13][CH2:14][CH2:15][CH2:16][CH2:17][CH3:18])([CH3:19])[CH3:20])[cH:6][c:7]([O:9][CH2:10][CH3:11])[c:8]1[CH:32]1[CH2:27][C:28](=[O:33])[CH2:29][CH2:30][CH2:31]1. Reactants: FC=1C=C2CC(NC2=CC1)=O (5-fluoro-1,3-dihydro-2H-indol-2-one), solution, C[Si](C)(C)[N-][Si](C)(C)C.[Na+] (sodium bis(trimethylsilyl)amide), ClCCN(C(OC(C)(C)C)=O)CCCl (tert-butyl bis(2-chloroethyl)carbamate). Run in O1CCCC1 (tetrahydrofuran), O1CCCC1 (tetrahydrofuran), O1CCCC1 (tetrahydrofuran). Run at time 1.5 hour. Yields the product CC(C)(C)OC(=O)N1CCC2(CC1)C3=C(C=CC(=C3)F)NC2=O (tert-Butyl 5-fluoro-2-oxo-1,2-dihydro-1′H-spiro[indole-3,4′-piperidine]-1′-carboxylate). Isolated yield 9.3%. As a reaction SMILES: [F:1][C:2]1[CH:3]=[C:4]2[C:8](=[CH:9][CH:10]=1)[NH:7][C:6](=[O:11])[CH2:5]2.C[Si]([N-][Si](C)(C)C)(C)C.[Na+].Cl[CH2:23][CH2:24][N:25]([CH2:33][CH2:34]Cl)[C:26](=[O:32])[O:27][C:28]([CH3:31])([CH3:30])[CH3:29]>O1CCCC1>[CH3:31][C:28]([O:27][C:26]([N:25]1[CH2:33][CH2:34][C:5]2([C:6](=[O:11])[NH:7][C:8]3[CH:9]=[CH:10][C:2]([F:1])=[CH:3][C:4]2=3)[CH2:23][CH2:24]1)=[O:32])([CH3:29])[CH3:30] |f:1.2|. Procedure: To a stirred solution of 5-fluoro-1,3-dihydro-2H-indol-2-one (1.80 g, 11.9 mmol) in tetrahydrofuran (30 mL) was added dropwise a 1 M solution of sodium bis(trimethylsilyl)amide in tetrahydrofuran (35.7 mL, 35.7 mmol) at −78° C. for 15 min and the mixture was stirred for 1.5 h at the same temperature. To the mixture was added dropwise a solution of tert-butyl bis(2-chloroethyl)carbamate (2.88 g, 11.9 mmol) in tetrahydrofuran (10 mL) at −78° C., then this resulting mixture was slowly warmed up to ...